This data is from the Open Reaction Database (ORD), a public repository of structured organic reaction records. The task is: describe an organic reaction: reactants, conditions, products, and yield Starting materials: ClC1=C(C=CC=C1)S(=O)(=O)NCC(C)C (2-chloro-N-isobutyl-benzenesulfonamide), BrC=1C=C(CBr)C=CC1 (3-bromobenzylbromide), C([O-])([O-])=O.[Cs+].[Cs+] (cesium carbonate). The reagents and catalysts are [I-].C(CCC)[N+](CCCC)(CCCC)CCCC (tetrabutylammonium iodide). The solvent is CN(C(C)=O)C (N,N-dimethylacetamide). Product: BrC=1C=C(CN(S(=O)(=O)C2=C(C=CC=C2)Cl)CC(C)C)C=CC1 (N-(3-bromobenzyl)-2-chloro-N-isobutyl-benzenesulfonamide). RXN SMILES: [Cl:1][C:2]1[CH:7]=[CH:6][CH:5]=[CH:4][C:3]=1[S:8]([NH:11][CH2:12][CH:13]([CH3:15])[CH3:14])(=[O:10])=[O:9].[Br:16][C:17]1[CH:18]=[C:19]([CH:22]=[CH:23][CH:24]=1)[CH2:20]Br.C(=O)([O-])[O-].[Cs+].[Cs+]>[I-].C([N+](CCCC)(CCCC)CCCC)CCC.CN(C)C(=O)C>[Br:16][C:17]1[CH:18]=[C:19]([CH:22]=[CH:23][CH:24]=1)[CH2:20][N:11]([CH2:12][CH:13]([CH3:15])[CH3:14])[S:8]([C:3]1[CH:4]=[CH:5][CH:6]=[CH:7][C:2]=1[Cl:1])(=[O:9])=[O:10] |f:2.3.4,5.6|. Procedure: In analogy to example 10, step 3, 2-chloro-N-isobutyl-benzenesulfonamide (example 42, step 1) was reacted with 3-bromobenzylbromide, cesium carbonate and 10 mol-% tetrabutylammonium iodide as a catalyst in N,N-dimethylacetamide to give N-(3-bromobenzyl)-2-chloro-N-isobutyl-benzenesulfonamide as a colorless oil. MS: 416.2 ([M+H]+)